Dataset: the Open Reaction Database (ORD), a public repository of structured organic reaction records. Task: describe an organic reaction: reactants, conditions, products, and yield The reactants are BrC1=CC2=C(SC(=C2C)C(=O)O)C=C1 (5-bromo-3-methylbenzo[b]thiophene-2-carboxylic acid), S(O)(O)(=O)=O (sulphuric acid), C(C)O (ethanol). The product is C(C)OC(=O)C1=C(C2=C(S1)C=CC(=C2)Br)C (5-bromo-3-methylbenzo[b]thiophene-2-carboxylic acid ethyl ester). As a reaction SMILES: [Br:1][C:2]1[CH:14]=[CH:13][C:5]2[S:6][C:7]([C:10]([OH:12])=[O:11])=[C:8]([CH3:9])[C:4]=2[CH:3]=1.S(=O)(=O)(O)O.[CH2:20](O)[CH3:21]>>[CH2:20]([O:11][C:10]([C:7]1[S:6][C:5]2[CH:13]=[CH:14][C:2]([Br:1])=[CH:3][C:4]=2[C:8]=1[CH3:9])=[O:12])[CH3:21]. Procedure: A mixture of 5-bromo-3-methylbenzo[b]thiophene-2-carboxylic acid (5.80 g.), ethanol (500 ml.) and concentrated sulphuric acid (2 ml.) was heated under reflux for 48 hours, and then evaporated. Dilute aqueous ammonia solution was added and the solid was filtered off, washed well with water and dried to give 5-bromo-3-methylbenzo[b]thiophene-2-carboxylic acid ethyl ester (5.70 g.), m.p. 87°-88° C., raised to 88°-89° on crystallization from petrol (b.p. 80°-100°). The reactants are ClC1=C(N)C=CC=C1Cl (2,3-dichloroaniline), [S-]C#N.[K+] (potassium thiocyanate), BrBr (Bromine). The solvent is C(C)(=O)O (acetic acid). Yields the product NC=1SC2=C(N1)C(=C(C=C2)Cl)Cl (2-amino-4,5-dichlorobenzothiazole). RXN SMILES: [Cl:1][C:2]1[C:8]([Cl:9])=[CH:7][CH:6]=[CH:5][C:3]=1[NH2:4].[S-:10][C:11]#[N:12].[K+].BrBr>C(O)(=O)C>[NH2:12][C:11]1[S:10][C:5]2[CH:6]=[CH:7][C:8]([Cl:9])=[C:2]([Cl:1])[C:3]=2[N:4]=1 |f:1.2|. Procedure details: To a solution of 2,3-dichloroaniline (1.0 g; 6.17 mmol) in glacial acetic acid (30 ml) was added potassium thiocyanate (3.6 g; 37 mmol) and the mixture was stirred at ambient temperature until a clear solution had formed. Bromine (0.48 ml; 9.26 mmol) was added dropwise and the reaction mixture was stirred at ambient temperature for five hours. The solvent was removed under reduced pressure and the residue was diluted with water and rendered alkaline by addition of aqueous sodium hydroxide (6M). ... Starting materials: C1OC=2C=C(C=CC2O1)CCC(O)C1(CC1)C (2-(3,4-methylenedioxyphenyl)ethyl 1-methylcyclopropyl carbinol), C1, P(Br)(Br)Br (phosphorus tribromide), [Br-].[Li+] (lithium bromide). The reagents and catalysts are [Br-].[Zn+2].[Br-] (zinc bromide). The product is CC(CCBr)=CCCC1=CC2=C(C=C1)OCO2 (3-Methyl-6-(3,4-methylenedioxyphenyl)-3-hexenyl bromide). As a reaction SMILES: [CH2:1]1[O:9][C:8]2[CH:7]=[CH:6][C:5]([CH2:10][CH2:11][CH:12]([C:14]3([CH3:17])[CH2:16][CH2:15]3)O)=[CH:4][C:3]=2[O:2]1.P(Br)(Br)[Br:19].[Br-].[Li+]>[Br-].[Zn+2].[Br-]>[CH3:17][C:14](=[CH:12][CH2:11][CH2:10][C:5]1[CH:6]=[CH:7][C:8]2[O:9][CH2:1][O:2][C:3]=2[CH:4]=1)[CH2:15][CH2:16][Br:19] |f:2.3,4.5.6|. Reported procedure: 3-Methyl-6-(3,4-methylenedioxyphenyl)-3-hexenyl bromide [V; Ar is 3,4-methylenedioxyphenyl, R is CH3 ] was prepared from 17.6 g. of 2-(3,4-methylenedioxyphenyl)ethyl 1-methylcyclopropyl carbinol (Preparation B3), 20.3 g. of phosphorus tribromide, 18.5 g. of lithium bromide and 21 g. of zinc bromide according to the procedure given above in Preparation C1, affording 19 g. of product as an oil.